From a dataset of the Open Reaction Database (ORD), a public repository of structured organic reaction records. describe an organic reaction: reactants, conditions, products, and yield Reaction conditions: time 4 hour. Product: C1(=CC=CC=C1)[C@@H]1N=C(OC1)C=1C=C(OCCO)C=CC1 (2-[3-[4,5-Dihydro-4(S)-phenyloxazol-2-yl]phenoxy]ethan-1-ol). As a reaction SMILES: C1COCC1.[C:6]1([C@H:12]2[CH2:16][O:15][C:14]([C:17]3[CH:18]=[C:19]([CH:27]=[CH:28][CH:29]=3)[O:20][CH2:21][C:22](OCC)=[O:23])=[N:13]2)[CH:11]=[CH:10][CH:9]=[CH:8][CH:7]=1.[Li+].[BH4-].O>C(OCC)C>[C:6]1([C@H:12]2[CH2:16][O:15][C:14]([C:17]3[CH:18]=[C:19]([CH:27]=[CH:28][CH:29]=3)[O:20][CH2:21][CH2:22][OH:23])=[N:13]2)[CH:7]=[CH:8][CH:9]=[CH:10][CH:11]=1 |f:2.3|. Solvent: C(C)OCC (diethyl ether). Procedure details: To a THF (40 ml) solution of ethyl 3-(4,5-dihydro-4(S)-phenyloxazol-2-yl)phenoxyacetate (2.77 g, 8.5 mmol) was added LiBH4 (0.37 g, 17 mmol) in one portion. After stirring for 4 h, water (40 ml) was added and the mixture diluted with diethyl ether (40 ml). The aqueous layer was separated and extracted with ethyl acetate (3×20 ml). The combined organic extracts were washed with 0.5 N aqueous HCl (20 ml), brine (20 ml), dried (MgSO4) and concentrated under reduced pressure. The crude product was p... The reactants are C1CCOC1 (THF), C1(=CC=CC=C1)[C@@H]1N=C(OC1)C=1C=C(OCC(=O)OCC)C=CC1 (ethyl 3-(4,5-dihydro-4(S)-phenyloxazol-2-yl)phenoxyacetate), [Li+].[BH4-] (LiBH4), O (water). The yield is 39.4%.